From a dataset of the Open Reaction Database (ORD), a public repository of structured organic reaction records. describe an organic reaction: reactants, conditions, products, and yield The reactants are [Al+3], ClCCCl, CNc1cc(OC)c(C(=O)OC)cc1[N+](=O)[O-], [Cl-], [Cl-], [Cl-]. Yields the product CNc1cc(O)c(C(=O)OC)cc1[N+](=O)[O-]. RXN SMILES: [Al+3:19].[CH2:22]([Cl:23])[CH2:24][Cl:25].[CH3:1][O:2][c:3]1[c:4]([C:5](=[O:6])[O:7][CH3:8])[cH:9][c:10]([N+:15](=[O:16])[O-:17])[c:11]([NH:13][CH3:14])[cH:12]1.[Cl-:18].[Cl-:20].[Cl-:21]>>[OH:2][c:3]1[c:4]([C:5](=[O:6])[O:7][CH3:8])[cH:9][c:10]([N+:15](=[O:16])[O-:17])[c:11]([NH:13][CH3:14])[cH:12]1. Reactants: [N+](=O)([O-])C=1C=C(C=CC1)N1CCN(CC1)CCC(=O)NN (3-[4-(3-Nitrophenyl)piperazino]propanohydrazide), C1CCC(CC1)CN=C=O (cyclohexanemethyl isocyanate). Solvent: C1(=CC=CC=C1)C (toluene). Conditions: temperature 70 celsius. Product: C1(CCCCC1)CNC(=O)NNC(CCN1CCN(CC1)C1=CC(=CC=C1)[N+](=O)[O-])=O (N-(Cyclohexylmethyl)-2-{3-[4-(3-nitrophenyl)piperazin-1-yl]propanoyl}hydrazine carboxamide). Yield: 86.5%. Reaction SMILES: [N+:1]([C:4]1[CH:5]=[C:6]([N:10]2[CH2:15][CH2:14][N:13]([CH2:16][CH2:17][C:18]([NH:20][NH2:21])=[O:19])[CH2:12][CH2:11]2)[CH:7]=[CH:8][CH:9]=1)([O-:3])=[O:2].[CH2:22]1[CH2:27][CH2:26][CH:25]([CH2:28][N:29]=[C:30]=[O:31])[CH2:24][CH2:23]1>C1(C)C=CC=CC=1>[CH:25]1([CH2:28][NH:29][C:30]([NH:21][NH:20][C:18](=[O:19])[CH2:17][CH2:16][N:13]2[CH2:14][CH2:15][N:10]([C:6]3[CH:7]=[CH:8][CH:9]=[C:4]([N+:1]([O-:3])=[O:2])[CH:5]=3)[CH2:11][CH2:12]2)=[O:31])[CH2:26][CH2:27][CH2:22][CH2:23][CH2:24]1. Procedure details: A solution of 3-[4-(3-nitrophenyl)piperazino]propanohydrazide D7 (0.55 g, 1.87 mmol) in toluene (30 mL) was heated at 70° C. and cyclohexanemethyl isocyanate (0.28 g, 0.30 mL, 1.96 mmol) was added at once. The slurry was heated at 70° C. until all solid went into solution (15 min) and then cooled to room temperature. The resulting solid was filtered and washed with toluene to afford 0.70 g (95%) N-(cyclohexylmethyl)-2-{3-[4-(3-nitrophenyl)piperazin-1-yl]propanoyl}hydrazine carboxamide D8 as an o... The reactants are NC1=CC(=C(OC2=CC(=NC=N2)NC(N(C)C)=O)C=C1)F (3-[6-(4-amino-2-fluorophenoxy)pyrimidin-4-yl]-1,1-dimethylurea), C(C)OCC (diethyl ether), FC1=CC=C(C=C1)CC(=O)N (2-(4-Fluorophenyl)acetamide), C(C(=O)Cl)(=O)Cl (oxalyl chloride). The solvent is CN(C=O)C (N,N-dimethylformamide), CCCCCC (hexane), ClCCCl (1,2-dichloroethane), CN(C=O)C (N,N-dimethylformamide). Reaction conditions: temperature 110 celsius, time 8 hour. Product: FC1=C(OC2=CC(=NC=N2)NC(N(C)C)=O)C=CC(=C1)NC(=O)NC(CC1=CC=C(C=C1)F)=O (3-[6-(2-Fluoro-4-{3-[2-(4-fluorophenyl)acetyl]ureido}phenoxy)pyrimidin-4-yl]-1,1-dimethylurea). Yield: 49.8%. RXN SMILES: [F:1][C:2]1[CH:7]=[CH:6][C:5]([CH2:8][C:9]([NH2:11])=[O:10])=[CH:4][CH:3]=1.C(Cl)(=O)[C:13](Cl)=[O:14].[NH2:18][C:19]1[CH:37]=[CH:36][C:22]([O:23][C:24]2[N:29]=[CH:28][N:27]=[C:26]([NH:30][C:31](=[O:35])[N:32]([CH3:34])[CH3:33])[CH:25]=2)=[C:21]([F:38])[CH:20]=1.C(OCC)C>ClCCCl.CN(C)C=O.CCCCCC>[F:38][C:21]1[CH:20]=[C:19]([NH:18][C:13]([NH:11][C:9](=[O:10])[CH2:8][C:5]2[CH:4]=[CH:3][C:2]([F:1])=[CH:7][CH:6]=2)=[O:14])[CH:37]=[CH:36][C:22]=1[O:23][C:24]1[N:29]=[CH:28][N:27]=[C:26]([NH:30][C:31](=[O:35])[N:32]([CH3:34])[CH3:33])[CH:25]=1. Procedure: 2-(4-Fluorophenyl)acetamide (125 mg) was dissolved in 1,2-dichloroethane (9 ml) under a nitrogen atmosphere, and then oxalyl chloride (0.10 ml) was added thereto, followed by stirring at 110° C. overnight. The reaction mixture was concentrated under a reduced pressure to give a residue, which was then dissolved in N,N-dimethylformamide (1 ml) under a nitrogen atmosphere. A solution of 3-[6-(4-amino-2-fluorophenoxy)pyrimidin-4-yl]-1,1-dimethylurea (90 mg) in N,N-dimethylformamide (2 ml) was then ... Reaction SMILES: [CH3:44][CH2:45][OH:46].[Cl:1][c:2]1[cH:3][cH:4][c:5]2[c:6]([n:7]1)[c:8]([CH3:36])[c:9]([CH:11]([CH:12]1[CH2:13][CH2:14][CH2:15][CH2:16][CH2:17]1)[NH:18][c:19]1[cH:20][cH:21][c:22]([C:25](=[O:26])[N:27]([CH2:28][CH2:29][C:30](=[O:31])[O:32][CH2:33][CH3:34])[CH3:35])[cH:23][cH:24]1)[o:10]2.[Li+:42].[O:37]1[CH2:38][CH2:39][CH2:40][CH2:41]1.[OH-:43]>>[Cl:1][c:2]1[cH:3][cH:4][c:5]2[c:6]([n:7]1)[c:8]([CH3:36])[c:9]([CH:11]([CH:12]1[CH2:13][CH2:14][CH2:15][CH2:16][CH2:17]1)[NH:18][c:19]1[cH:20][cH:21][c:22]([C:25](=[O:26])[N:27]([CH2:28][CH2:29][C:30](=[O:31])[OH:32])[CH3:35])[cH:23][cH:24]1)[o:10]2. Reactants: CCO, CCOC(=O)CCN(C)C(=O)c1ccc(NC(c2oc3ccc(Cl)nc3c2C)C2CCCCC2)cc1, [Li+], C1CCOC1, [OH-]. Yields the product Cc1c(C(Nc2ccc(C(=O)N(C)CCC(=O)O)cc2)C2CCCCC2)oc2ccc(Cl)nc12. Reactants: BrCC1=CC=CC2=C1SC=C2Cl (7-bromomethyl-3-chlorobenzo[b]thiophene), Cl.CC(C#C/C=C/CNC)(C)C ((E)-N-(6,6-dimethyl-2-hepten-4-ynyl)methylamine hydrochloride), C([O-])([O-])=O.[K+].[K+] (potassium carbonate), ClCCl (dichloromethane). Solvent: CS(=O)C (dimethyl sulfoxide). Conditions: time 19 hour. Yields the product Cl.ClC=1C2=C(SC1)C(=CC=C2)CN(C)C\C=C\C#CC(C)(C)C ((E)-3-Chloro-N-(6,6-dimethyl-2-hepten-4-ynyl)-N-methylbenzo[b]thiophene-7-methanamine hydrochloride). Isolated yield 77.0%. RXN SMILES: Br[CH2:2][C:3]1[C:8]2[S:9][CH:10]=[C:11]([Cl:12])[C:7]=2[CH:6]=[CH:5][CH:4]=1.Cl.[CH3:14][C:15]([CH3:24])([CH3:23])[C:16]#[C:17]/[CH:18]=[CH:19]/[CH2:20][NH:21][CH3:22].C(=O)([O-])[O-].[K+].[K+].ClCCl>CS(C)=O>[ClH:12].[Cl:12][C:11]1[C:7]2[CH:6]=[CH:5][CH:4]=[C:3]([CH2:2][N:21]([CH2:20]/[CH:19]=[CH:18]/[C:17]#[C:16][C:15]([CH3:24])([CH3:23])[CH3:14])[CH3:22])[C:8]=2[S:9][CH:10]=1 |f:1.2,3.4.5,8.9|. Procedure: To a solution of 0.34 g (1.3 mmol) of 7-bromomethyl-3-chlorobenzo[b]thiophene in 3 ml of dimethyl sulfoxide were added 0.246 g (1.31 mmol) of (E)-N-(6,6-dimethyl-2-hepten-4-ynyl)methylamine hydrochloride, and 0.27 g (1.95 mmol) of potassium carbonate -under ice cooling. The mixture was stirred for 19 hours at room temperature, poured into 40 ml of dichloromethane, washed with 30 ml×2 of water, and adjusted to pH 2 with 25 ml of water and 2N hydrochloric acid. The organic layer was separated, was...